This data is from the Open Reaction Database (ORD), a public repository of structured organic reaction records. The task is: describe an organic reaction: reactants, conditions, products, and yield The reactants are C(CCCC)=O (n-pentanal), CC(CC=O)C (3-methylbutanal). The product is C(C=CCCCCC(C)C)=O (isodecenal). RXN SMILES: [CH:1](=[O:6])[CH2:2][CH2:3][CH2:4][CH3:5].[CH3:7][CH:8]([CH3:12])[CH2:9][CH:10]=O>>[CH:1](=[O:6])[CH:2]=[CH:3][CH2:4][CH2:5][CH2:10][CH2:9][CH:8]([CH3:12])[CH3:7]. Procedure: This example describes the process of the invention for the co-aldol condensation of n-pentanal and 3-methylbutanal (3-MBA) to give an isodecenal consisting of the isomers 2-propyl-5-methylhexenal and 2-isopropylheptenal (1+3) and also 2-propylheptenal (1+1) using the cosolvent diethylene glycol (DEG). 400kg/h of catalyst were passed through the reactor (as described in Example 3) at a temperature of 110° C. at the autogenous pressure of the reactants. Starting materials: C(CCCC)=C1C(N(C(S1)=O)CCCCSC1=CC=CC=2N1C=CN2)=O (5-pentylidene-3-[4-(imidazo[1,2-a]pyridin-5-ylthio)butyl]thiazolidine-2,4-dione), Cl (hydrochloric acid). Run in CO (methanol). Product: Cl.C(CCCC)=C1C(N(C(S1)=O)CCCCSC1=CC=CC=2N1C=CN2)=O (5-pentylidene-3-[4-(imidazo[1,2-a]pyridin-5-ylthio)butyl]thiazolidine-2,4-dione hydrochloride). Reaction SMILES: [CH:1](=[C:6]1[S:10][C:9](=[O:11])[N:8]([CH2:12][CH2:13][CH2:14][CH2:15][S:16][C:17]2[N:22]3[CH:23]=[CH:24][N:25]=[C:21]3[CH:20]=[CH:19][CH:18]=2)[C:7]1=[O:26])[CH2:2][CH2:3][CH2:4][CH3:5].[ClH:27]>CO>[ClH:27].[CH:1](=[C:6]1[S:10][C:9](=[O:11])[N:8]([CH2:12][CH2:13][CH2:14][CH2:15][S:16][C:17]2[N:22]3[CH:23]=[CH:24][N:25]=[C:21]3[CH:20]=[CH:19][CH:18]=2)[C:7]1=[O:26])[CH2:2][CH2:3][CH2:4][CH3:5] |f:3.4|. Reported procedure: To a solution of 1.70 g (4.36 mmol) of 5-pentylidene-3-[4-(imidazo[1,2-a]pyridin-5-ylthio)butyl]thiazolidine-2,4-dione in 30 ml of methanol, 0.42 ml of concentrated hydrochloric acid was added. After the solvent was distilled off, the residue was washed with diethyl ether to yield 1.77 g (95.3%, yellow-orange oily substance) of the desired product. Reactants: BrC1=CC2=C(N=C(S2)Cl)C=C1 (6-bromo-2-chlorobenzo[d]thiazole), N1(CCCC1)C1CCNCC1 (4-(pyrrolidin-1-yl)piperidine), CN(C=O)C (N,N-Dimethylformamide), C(C)(C)N(C(C)C)CC (N,N-diisopropylethylamine). The product is BrC1=CC2=C(N=C(S2)N2CCC(CC2)N2CCCC2)C=C1 (6-bromo-2-(4-(pyrrolidin-1-yl)piperidin-1-yl)benzo[d]thiazole). Solvent: C(C)(=O)OCC (ethyl acetate). As a reaction SMILES: [Br:1][C:2]1[CH:11]=[CH:10][C:5]2[N:6]=[C:7](Cl)[S:8][C:4]=2[CH:3]=1.[N:12]1([CH:17]2[CH2:22][CH2:21][NH:20][CH2:19][CH2:18]2)[CH2:16][CH2:15][CH2:14][CH2:13]1.CN(C)C=O.C(N(CC)C(C)C)(C)C>C(OCC)(=O)C>[Br:1][C:2]1[CH:11]=[CH:10][C:5]2[N:6]=[C:7]([N:20]3[CH2:21][CH2:22][CH:17]([N:12]4[CH2:16][CH2:15][CH2:14][CH2:13]4)[CH2:18][CH2:19]3)[S:8][C:4]=2[CH:3]=1. Run at temperature 150 celsius. Procedure: One equivalent of 6-bromo-2-chlorobenzo[d]thiazole (248 mg, 1.0 mmol) and 1.1 equivalents of 4-(pyrrolidin-1-yl)piperidine (0.170 g, 1.1 mmol) were weighed into a 10 mL CEM microwave vial equipped with a magnetic stirbar. N,N-Dimethylformamide (1.0 mL) and three equivalents of N,N-diisopropylethylamine (0.524 ml, 3.00 mmol) were added via syringe. The reaction mixture was heated to 150° C. under microwave irradiation with the cooling power on for 15 minutes. The reaction mixture was transferred ... Reactants: COC(C)(C)C, COCC(C)Oc1cc(C#N)cc(Oc2ccc(S(C)(=O)=O)cc2)c1, CCO, Cl, [Na+], [OH-], O. The product is COCC(C)Oc1cc(Oc2ccc(S(C)(=O)=O)cc2)cc(C(=O)O)c1. RXN SMILES: [C:33]([O:34][CH3:35])([CH3:36])([CH3:37])[CH3:38].[CH3:1][S:2](=[O:3])(=[O:4])[c:5]1[cH:6][cH:7][c:8]([O:9][c:10]2[cH:11][c:12]([C:13]#[N:14])[cH:15][c:16]([O:18][CH:19]([CH2:20][O:21][CH3:22])[CH3:23])[cH:17]2)[cH:24][cH:25]1.[CH3:30][CH2:31][OH:32].[ClH:29].[Na+:28].[OH-:27].[OH2:26]>>[CH3:1][S:2](=[O:3])(=[O:4])[c:5]1[cH:6][cH:7][c:8]([O:9][c:10]2[cH:11][c:12]([C:13](=[O:26])[OH:27])[cH:15][c:16]([O:18][CH:19]([CH2:20][O:21][CH3:22])[CH3:23])[cH:17]2)[cH:24][cH:25]1.